From a dataset of the Open Reaction Database (ORD), a public repository of structured organic reaction records. describe an organic reaction: reactants, conditions, products, and yield Starting materials: C(C)(=O)OC(C)=O (acetic anhydride), N1=CC=CC=C1 (pyridine), CCCCCC (hexane), O (water). Run at time 48 hour. The product is C(C)(=O)OCCC(C)CCC=C(C)C (citronellyl acetate). Reaction SMILES: [C:1]([O:4][C:5](=[O:7])[CH3:6])(=O)[CH3:2].[CH3:8][CH2:9][CH2:10]CCC.O.N1[CH:20]=[CH:19][CH:18]=[CH:17][CH:16]=1>>[C:5]([O:4][CH2:1][CH2:2][CH:17]([CH2:18][CH2:19][CH:20]=[C:9]([CH3:10])[CH3:8])[CH3:16])(=[O:7])[CH3:6]. Procedure details: To 15.6 g (0.1 mol) d1-citronellol in 20 ml of dry pyridine under nitrogen is added 11.3 ml (0.12 mol) of acetic anhydride. The reaction is stirred about 48 hours and then ice is added. After one hour, the reaction is poured into hexane and water. The organic phase is washed with 5% HCl, 2M sodium carbonate, and saturated NaCl solutions, dried over calcium sulfate and solvent removed to yield dl-citronellyl acetate. Starting materials: ClC1=C(C=C(C=C1)C1(N(C(SC1)=NC)C)O)S(N)(=O)=O (4-(4-chloro-3-sulfamoylphenyl)-3-methyl-2-methylimino-1,3-thiazolidine-4-ol), C(CC(O)(C(=O)O)CC(=O)O)(=O)O (citric acid). Product: ClC1=C(C=C(C=C1)C1(N(C(SC1)=NC)C)O)S(N)(=O)=O.C(CC(O)(C(=O)[O-])CC(=O)[O-])(=O)[O-] (4-(4-Chloro-3-sulfamoylphenyl)-3-methyl-2-methylimino-1,3-thiazolidine-4-ol citrate). RXN SMILES: [Cl:1][C:2]1[CH:7]=[CH:6][C:5]([C:8]2([OH:16])[CH2:12][S:11][C:10](=[N:13][CH3:14])[N:9]2[CH3:15])=[CH:4][C:3]=1[S:17](=[O:20])(=[O:19])[NH2:18].[C:21]([OH:33])(=[O:32])[CH2:22][C:23]([CH2:28][C:29]([OH:31])=[O:30])([C:25]([OH:27])=[O:26])[OH:24]>>[Cl:1][C:2]1[CH:7]=[CH:6][C:5]([C:8]2([OH:16])[CH2:12][S:11][C:10](=[N:13][CH3:14])[N:9]2[CH3:15])=[CH:4][C:3]=1[S:17](=[O:19])(=[O:20])[NH2:18].[C:21]([O-:33])(=[O:32])[CH2:22][C:23]([CH2:28][C:29]([O-:31])=[O:30])([C:25]([O-:27])=[O:26])[OH:24] |f:2.3|. Procedure details: 1.5 g of 4-(4-chloro-3-sulfamoylphenyl)-3-methyl-2-methylimino-1,3-thiazolidine-4-ol were reacted in the manner described in example 8 with 1 g of ground citric acid and worked up.